From a dataset of the Open Reaction Database (ORD), a public repository of structured organic reaction records. describe an organic reaction: reactants, conditions, products, and yield Reactants: COC(=O)C=1C=C(CN2CN(C3(C2=O)CCN(CC3)C(=O)OC(C)(C)C)C3=CC=C(C=C3)OC)C=CC1 (tert-butyl 3-(3-(methoxycarbonyl)benzyl)-1-(4-methoxyphenyl)-4-oxo-1,3,8-triazaspiro[4.5]decane-8-carboxylate), solution, Cl (HCl). Run in O1CCOCC1 (dioxane). Run at time 2 hour. Yields the product COC1=CC=C(C=C1)N1CN(C(C12CCNCC2)=O)CC=2C=C(C(=O)OC)C=CC2 (methyl 3-((1-(4-methoxyphenyl)-4-oxo-1,3,8-triazaspiro[4.5]decan-3-yl)methyl)benzoate), hydrochloride salt. Reaction SMILES: [CH3:1][O:2][C:3]([C:5]1[CH:6]=[C:7]([CH:35]=[CH:36][CH:37]=1)[CH2:8][N:9]1[C:13](=[O:14])[C:12]2([CH2:19][CH2:18][N:17](C(OC(C)(C)C)=O)[CH2:16][CH2:15]2)[N:11]([C:27]2[CH:32]=[CH:31][C:30]([O:33][CH3:34])=[CH:29][CH:28]=2)[CH2:10]1)=[O:4].Cl>O1CCOCC1>[CH3:34][O:33][C:30]1[CH:29]=[CH:28][C:27]([N:11]2[C:12]3([CH2:15][CH2:16][NH:17][CH2:18][CH2:19]3)[C:13](=[O:14])[N:9]([CH2:8][C:7]3[CH:6]=[C:5]([CH:37]=[CH:36][CH:35]=3)[C:3]([O:2][CH3:1])=[O:4])[CH2:10]2)=[CH:32][CH:31]=1. Reported procedure: To tert-butyl 3-(3-(methoxycarbonyl)benzyl)-1-(4-methoxyphenyl)-4-oxo-1,3,8-triazaspiro[4.5]decane-8-carboxylate (0.47 g, 0.92 mmol) was added 4M solution of HCl in dioxane (10 mL). After stirring at room temperature for 2 hours, the reaction mixture was concentrated in vacuo to obtain methyl 3-((1-(4-methoxyphenyl)-4-oxo-1,3,8-triazaspiro[4.5]decan-3-yl)methyl)benzoate as a hydrochloride salt. Reactants: C(C)(C)N(C(C)C)CC (N,N-diisopropylethyl amine), O[C@H]1C(=C(CCC1)C1=C(C=C(C(=O)N2CC=3N(CC4=C2C=CC=C4)C(=CC3)C(=O)O)C=C1)C)C (10-[4-((3R)-3-hydroxy-2-methyl-cyclohex-1-en-1-yl)-3-methyl-benzoyl]-10,11-dihydro-5H-pyrrolo[2,1-c][1,4]benzodiazepine-3-carboxylic acid), 1-[(3-dimethylamino)propyl]-3-ethylcarbodiimide hydrochloride, CNCC=1C=NC=CC1 (3-(methylaminomethyl)pyridine), ON1N=NC2=C1C=CC=C2 (1-hydroxy benzotriazole). Solvent: C(C)(=O)OCC (ethyl acetate), amine. The yield is 87.9%. As a reaction SMILES: [OH:1][C@@H:2]1[CH2:7][CH2:6][CH2:5][C:4]([C:8]2[CH:32]=[CH:31][C:11]([C:12]([N:14]3[C:20]4[CH:21]=[CH:22][CH:23]=[CH:24][C:19]=4[CH2:18][N:17]4[C:25]([C:28](O)=[O:29])=[CH:26][CH:27]=[C:16]4[CH2:15]3)=[O:13])=[CH:10][C:9]=2[CH3:33])=[C:3]1[CH3:34].CNC[C:38]1[CH:39]=[N:40][CH:41]=[CH:42][CH:43]=1.O[N:45]1[C:49]2C=CC=C[C:48]=2N=N1.C(N(CC)C(C)C)(C)C>C(OCC)(=O)C>[CH3:48][CH2:49][N:45]([C:38]1[CH:39]=[N:40][CH:41]=[CH:42][CH:43]=1)[C:28]([C:25]1[N:17]2[C:16]([CH2:15][N:14]([C:12](=[O:13])[C:11]3[CH:31]=[CH:32][C:8]([C:4]4[CH2:5][CH2:6][CH2:7][C@@H:2]([OH:1])[C:3]=4[CH3:34])=[C:9]([CH3:33])[CH:10]=3)[C:20]3[CH:21]=[CH:22][CH:23]=[CH:24][C:19]=3[CH2:18]2)=[CH:27][CH:26]=1)=[O:29]. Yields the product CCN(C(=O)C1=CC=C2CN(C3=C(CN21)C=CC=C3)C(C3=CC(=C(C=C3)C3=C([C@@H](CCC3)O)C)C)=O)C=3C=NC=CC3 (10-[4-((3R)-3-Hydroxy-2-methyl-cyclohex-1-en-1-yl)-3-methyl-benzoyl]-10,11-dihydro-5H-pyrrolo[2,1 -c][1,4]benzodiazepine-3-carboxylic acid methyl-pyridin-3-yl methyl-amide). Run at time 18 hour. Procedure details: 10-[4-((3R)-3-hydroxy-2-methyl-cyclohex-1-en-1-yl)-3-methyl-benzoyl]-10,11-dihydro-5H-pyrrolo[2,1-c][1,4]benzodiazepine-3-carboxylic acid of Step C (0.250 g, 0.548 mmol), 3-(methylaminomethyl)pyridine (0.080 mL, 0.658 mmol), 1-hydroxy benzotriazole (0.081 g, 0.603 mmol) and 1-[(3-dimethylamino)propyl]-3-ethylcarbodiimide hydrochloride (0.116 g, 0.603 mmol) were combined in amine-free N,N-dimethylformamide (2.2 mL), followed by addition of N,N-diisopropylethyl amine (0.143 mL, 0.822 mmol). The re... Reactants: BrCC(=O)C=1N(C(C2=CC=C(C=C2C1C1=CC=CC=C1)Cl)=O)CC1=CC=C(C(=O)O)C=C1 (4-[[3-(2-bromoacetyl)-6-chloro-1-oxo-4-phenyl-1H-isoquinolin-2-yl]methyl]benzoic acid), C(C)(=S)N (thioacetamide), O (Water). Solvent: CN(C)C=O (DMF). Run at temperature 70 celsius, time 24 hour. The product is N\C(=C/C(=O)C=1N(C(C2=CC=C(C=C2C1C1=CC=CC=C1)Cl)=O)CC1=CC=C(C(=O)O)C=C1)\C (4-[[3-[(2Z)-3-aminobut-2-enoyl]-6-chloro-1-oxo-4-phenyl-1H-isoquinolin-2-yl]methyl]benzoic acid). Isolated yield 51.2%. Reaction SMILES: Br[CH2:2][C:3]([C:5]1[N:6]([CH2:23][C:24]2[CH:32]=[CH:31][C:27]([C:28]([OH:30])=[O:29])=[CH:26][CH:25]=2)[C:7](=[O:22])[C:8]2[C:13]([C:14]=1[C:15]1[CH:20]=[CH:19][CH:18]=[CH:17][CH:16]=1)=[CH:12][C:11]([Cl:21])=[CH:10][CH:9]=2)=[O:4].[C:33]([NH2:36])(=S)[CH3:34].O>CN(C=O)C>[NH2:36]/[C:33](/[CH3:34])=[CH:2]\[C:3]([C:5]1[N:6]([CH2:23][C:24]2[CH:32]=[CH:31][C:27]([C:28]([OH:30])=[O:29])=[CH:26][CH:25]=2)[C:7](=[O:22])[C:8]2[C:13]([C:14]=1[C:15]1[CH:20]=[CH:19][CH:18]=[CH:17][CH:16]=1)=[CH:12][C:11]([Cl:21])=[CH:10][CH:9]=2)=[O:4]. Procedure details: To a solution (6 ml) of 4-[[3-(2-bromoacetyl)-6-chloro-1-oxo-4-phenyl-1H-isoquinolin-2-yl]methyl]benzoic acid (570 mg) in DMF was added thioacetamide (170 mg), and the mixture was stirred at 70° C. for 24 hrs. Water was added to the reaction mixture, and the mixture was extracted with ethyl acetate. The organic layer was washed with water and saturated brine, dried over anhydrous sodium sulfate, and the solvent was evaporated under reduced pressure. The residue was crystallized from ethyl acetat... Reactants: CCO, Cl, Cc1nc2c(N)c(C(=O)C=Cc3ccsc3)ccn2c1C, [Na+], [OH-], O, OO. Yields the product Cc1nc2c(N)c(C(=O)C3OC3c3ccsc3)ccn2c1C. As a reaction SMILES: [CH3:27][CH2:28][OH:29].[ClH:26].[NH2:1][c:2]1[c:3]2[n:4]([cH:5][cH:6][c:7]1[C:8]([CH:9]=[CH:10][c:11]1[cH:12][s:13][cH:14][cH:15]1)=[O:16])[c:17]([CH3:21])[c:18]([CH3:20])[n:19]2.[Na+:23].[OH-:22].[OH2:30].[OH:24][OH:25]>>[NH2:1][c:2]1[c:3]2[n:4]([cH:5][cH:6][c:7]1[C:8]([CH:9]1[CH:10]([c:11]3[cH:12][s:13][cH:14][cH:15]3)[O:22]1)=[O:16])[c:17]([CH3:21])[c:18]([CH3:20])[n:19]2. Starting materials: ClCCl, Cc1ccc(C(=O)O)s1, NCCCSc1ccncc1, O=C1CCC(=O)N1O. Product: Cc1ccc(C(=O)NCCCSc2ccncc2)s1. RXN SMILES: [CH2:29]([Cl:30])[Cl:31].[CH3:1][c:2]1[cH:3][cH:4][c:5]([C:7](=[O:8])[OH:9])[s:6]1.[NH2:18][CH2:19][CH2:20][CH2:21][S:22][c:23]1[cH:24][cH:25][n:26][cH:27][cH:28]1.[OH:10][N:11]1[C:12](=[O:13])[CH2:14][CH2:15][C:16]1=[O:17]>>[CH3:1][c:2]1[cH:3][cH:4][c:5]([C:7](=[O:9])[NH:18][CH2:19][CH2:20][CH2:21][S:22][c:23]2[cH:24][cH:25][n:26][cH:27][cH:28]2)[s:6]1. Starting materials: FC(CN=C(NC1=NC(=NC=C1)CSCCN1C(C=2C(C1=O)=CC=CC2)=O)N)(F)F (4-[2-(2,2,2-trifluoroethyl)guanidino]-2-[(2-phthalimidoethyl)thiomethyl]pyrimidine), O.NN (hydrazine hydrate). Run in C(C)O (ethanol). Product: FC(CN=C(NC1=NC(=NC=C1)CSCCN)N)(F)F (4-[2-(2,2,2-trifluoroethyl)guanidino]-2-[(2-aminoethyl)thiomethyl]pyrimidine). The yield is 77.2%. RXN SMILES: [F:1][C:2]([F:30])([F:29])[CH2:3][N:4]=[C:5]([NH2:28])[NH:6][C:7]1[CH:12]=[CH:11][N:10]=[C:9]([CH2:13][S:14][CH2:15][CH2:16][N:17]2C(=O)C3=CC=CC=C3C2=O)[N:8]=1.O.NN>C(O)C>[F:30][C:2]([F:1])([F:29])[CH2:3][N:4]=[C:5]([NH2:28])[NH:6][C:7]1[CH:12]=[CH:11][N:10]=[C:9]([CH2:13][S:14][CH2:15][CH2:16][NH2:17])[N:8]=1 |f:1.2|. Procedure: A mixture of 4-[2-(2,2,2-trifluoroethyl)guanidino]-2-[(2-phthalimidoethyl)thiomethyl]pyrimidine (5.4 g.), ethanol (30 ml.) and 99% hydrazine hydrate (3 ml.) was heated under reflux for 1 hour and then evaporated to dryness. The residue was stirred with N hydrochloric acid and then filtered and the filtrate basified with 17N NaOH. The mixture was extracted with ether, and the ether extracts dried and evaporated to dryness to give 4-[2-(2,2,2-trifluoroethyl)guanidino]-2-[(2-aminoethyl)thiomethyl]p... The reactants are C1CCOC1, CCOC(C)=O, C=Cc1ccc(OC2CCN(C3CCC3)CC2)nc1, [O-][I+3]([O-])([O-])[O-], [Na+], O. Yields the product O=Cc1ccc(OC2CCN(C3CCC3)CC2)nc1. Reaction SMILES: [CH2:26]1[O:27][CH2:28][CH2:29][CH2:30]1.[CH3:32][CH2:33][O:34][C:35](=[O:36])[CH3:37].[CH:1]1([N:5]2[CH2:6][CH2:7][CH:8]([O:11][c:12]3[n:13][cH:14][c:15]([CH:18]=[CH2:19])[cH:16][cH:17]3)[CH2:9][CH2:10]2)[CH2:2][CH2:3][CH2:4]1.[I+3:20]([O-:21])([O-:22])([O-:23])[O-:24].[Na+:25].[OH2:31]>>[CH:1]1([N:5]2[CH2:6][CH2:7][CH:8]([O:11][c:12]3[n:13][cH:14][c:15]([CH:18]=[O:21])[cH:16][cH:17]3)[CH2:9][CH2:10]2)[CH2:2][CH2:3][CH2:4]1.